This data is from the Open Reaction Database (ORD), a public repository of structured organic reaction records. The task is: describe an organic reaction: reactants, conditions, products, and yield Starting materials: C(C1=CC=CC=C1)(=O)N1CCN(CC1)CCCNC(=O)C1=CC2=CN=C3C=CC=C(S1)N32 (N-[3-(4-benzoylpiperazin-1-yl)propan-1-yl]-5-thia-1,8b-diazaacenaphthylene-4-carboxamide), Cl (hydrochloric acid). The solvent is C(C)O (ethanol). Reaction conditions: time 16 hour. Product: Cl.Cl.C(C1=CC=CC=C1)(=O)N1CCN(CC1)CCCNC(=O)C1=CC2=CN=C3C=CC=C(S1)N32 (N-[3-(4-benzoylpiperazin-1-yl)propan-1-yl]-5-thia-1,8b-diazaacenaphthylene-4-carboxamide dihydrochloride). RXN SMILES: [C:1]([N:9]1[CH2:14][CH2:13][N:12]([CH2:15][CH2:16][CH2:17][NH:18][C:19]([C:21]2[S:31][C:30]3[N:32]4[C:23](=[CH:24][N:25]=[C:26]4[CH:27]=[CH:28][CH:29]=3)[CH:22]=2)=[O:20])[CH2:11][CH2:10]1)(=[O:8])[C:2]1[CH:7]=[CH:6][CH:5]=[CH:4][CH:3]=1.[ClH:33]>C(O)C>[ClH:33].[ClH:33].[C:1]([N:9]1[CH2:14][CH2:13][N:12]([CH2:15][CH2:16][CH2:17][NH:18][C:19]([C:21]2[S:31][C:30]3[N:32]4[C:23](=[CH:24][N:25]=[C:26]4[CH:27]=[CH:28][CH:29]=3)[CH:22]=2)=[O:20])[CH2:11][CH2:10]1)(=[O:8])[C:2]1[CH:3]=[CH:4][CH:5]=[CH:6][CH:7]=1 |f:3.4.5|. Procedure: To a solution of 0.715 g (1.60 mmol.) of N-[3-(4-benzoylpiperazin-1-yl)propan-1-yl]-5-thia-1,8b-diazaacenaphthylene-4-carboxamide in ethanol (10 ml) was added, at room temperature, 10 ml (120 mmol.) of 12N hydrochloric acid. The mixture was stirred for 16 hours, which was concentrated under reduced pressure. To the concentrate were added ethanol and diethyl ether. The resulting crystals were collected by filtration and washed with ethanol and diethyl ether to give the object compound as orange c...